From a dataset of the Open Reaction Database (ORD), a public repository of structured organic reaction records. describe an organic reaction: reactants, conditions, products, and yield Reactants: C(C=C)N(C(C(Cl)Cl)=O)CC=C (N,N-diallyl dichloroacetamide), carbonyl, ferrous chloride, COCCOCCOC (diethylene glycol dimethyl ether), ferrous chloride, C(Cl)Cl (methylene chloride). Conditions: time 30 minute. Product: C(C=C)N1C(C(C(C1)CCl)Cl)=O (N-allyl-3-chloro-4-chloromethyl-2-pyrrolidinone). Reaction SMILES: [CH2:1]([N:4]([CH2:10][CH:11]=[CH2:12])[C:5](=[O:9])[CH:6](Cl)[Cl:7])[CH:2]=[CH2:3].COCCOCCOC.C(Cl)[Cl:23]>>[CH2:1]([N:4]1[CH2:10][CH:11]([CH2:12][Cl:23])[CH:6]([Cl:7])[C:5]1=[O:9])[CH:2]=[CH2:3]. Reported procedure: Twenty and eight-tenths grams of N,N-diallyl dichloroacetamide was mixed with 25 g. of diethylene glycol dimethyl ether (diglyme), 1 g. of ferrous chloride (FeCl2.4H2O) added and the mixture was heated at reflux for 30 minutes. The conversion was monitored by the appearance of a new carbonyl peak at ~5.8 microns in the infrared. An additional gram of ferrous chloride (FeCl2.4H2O) was added and heating was continued for an additional 30 minutes. The reaction mixture was diluted with methylene chl... The reactants are COc1ccc(Br)cc1, O=S(=O)(O)Cl. Product: COc1ccc(Br)cc1S(=O)(=O)Cl. Reaction SMILES: [Br:6][c:7]1[cH:8][cH:9][c:10]([O:13][CH3:14])[cH:11][cH:12]1.[Cl:1][S:2](=[O:3])(=[O:4])[OH:5]>>[Cl:1][S:2](=[O:3])(=[O:5])[c:11]1[c:10]([O:13][CH3:14])[cH:9][cH:8][c:7]([Br:6])[cH:12]1. The reactants are OS(=O)(=O)C(F)(F)F (Triflic acid), Teflon, [OH-].[NH4+] (ammonium hydroxide), C(C)(=O)Cl (acetyl chloride), OS(=O)(=O)C(F)(F)F (triflic acid), ClC=1C=C(C=NCC(OCC)OCC)C=C(C1)Cl ((3,5-Dichloro-benzylidene)-(2,2-diethoxy-ethyl)-amine), C(C)(=O)Cl (acetyl chloride), ClC1=C2C=CN=CC2=CC(=C1)Cl (5,7-dichloro-isoquinoline). Solvent: ice water, CO (methanol), O (water), CO (methanol), O (water), ClCCl (dichloromethane), C(C)O (ethanol). Conditions: temperature 80 celsius, time 90 minute. Yields the product Cl.ClC1=C2C=CN=CC2=CC(=C1)Cl (5,7-Dichloro-isoquinoline Hydrochloride). Isolated yield 61.0%. RXN SMILES: OS(C(F)(F)F)(=O)=O.[Cl:9]C1C=C(C=C(Cl)C=1)C=NCC(OCC)OCC.[OH-].[NH4+].[Cl:29][C:30]1[CH:39]=[C:38]([Cl:40])[CH:37]=[C:36]2[C:31]=1[CH:32]=[CH:33][N:34]=[CH:35]2.C(Cl)(=O)C>ClCCl.O.C(O)C.CO>[ClH:9].[Cl:29][C:30]1[CH:39]=[C:38]([Cl:40])[CH:37]=[C:36]2[C:31]=1[CH:32]=[CH:33][N:34]=[CH:35]2 |f:2.3,10.11|. Procedure: Triflic acid (2.97 L; 33.52 moles; 5.03 kg) is charged to a 12 L flask equipped with a Dean Stark trap, overhead stirring, condenser, nitrogen inlet, 3 L addition funnel (buffered from the flask via a condenser), and thermocouple. The triflic acid is heated to 120° C. (3,5-Dichloro-benzylidene)-(2,2-diethoxy-ethyl)-amine (1350.5 g; 1.00 equiv; 4.65 moles) is diluted with dichloromethane (1350 mL) and is charged to the addition funnel. The addition is started with the temperature at 119° C. The a... The reactants are NC=1C=C2C(C(NC2=CC1N)=O)(C)C (5,6-diamino-3,3-dimethyl-indolin-2-one), N1(C=NC=C1)C1=CC=C(C=O)C=C1 (4-(1H-imidazol-1-yl)-benzaldehyde), C1(=CC=C(C=C1)S(=O)(=O)O)C (p-toluenesulphonic acid). The solvent is C(C)O (ethanol). Reaction conditions: time 3 hour. Product: CC1(C(NC2=CC3=C(N=C(N3)C3=CC=C(C=C3)N3C=NC=C3)C=C21)=O)C (7,7-Dimethyl-2-[4-(1H-imidazol-1-yl)-phenyl]-6,7-dihydro-3H,5H-pyrrolo[2,3-f]benzimidazol-6-one). RXN SMILES: [NH2:1][C:2]1[CH:3]=[C:4]2[C:8](=[CH:9][C:10]=1[NH2:11])[NH:7][C:6](=[O:12])[C:5]2([CH3:14])[CH3:13].[N:15]1([C:20]2[CH:27]=[CH:26][C:23]([CH:24]=O)=[CH:22][CH:21]=2)[CH:19]=[CH:18][N:17]=[CH:16]1.C1(C)C=CC(S(O)(=O)=O)=CC=1>C(O)C>[CH3:13][C:5]1([CH3:14])[C:4]2[C:8](=[CH:9][C:10]3[NH:11][C:24]([C:23]4[CH:22]=[CH:21][C:20]([N:15]5[CH:19]=[CH:18][N:17]=[CH:16]5)=[CH:27][CH:26]=4)=[N:1][C:2]=3[CH:3]=2)[NH:7][C:6]1=[O:12]. Procedure details: 2.0 g. (10.4 mmol) 5,6-diamino-3,3-dimethyl-indolin-2-one, 1.8 g. (10.4 mmol) 4-(1H-imidazol-1-yl)-benzaldehyde, 0.2 g. (1 mmol) p-toluenesulphonic acid and 120 ml. ethanol were mixed together, heated to the boiling point and air passed therethrough for 3 hours. After concentration and acidification with ethanolic hydrochloric acid, the crystallisate obtained was filtered off with suction, suspended in water and neutralised with an aqueous solution of ammonia. The residue obtained was recrystall... Starting materials: BrBr (bromine), ice water, S1C(=CC=C1)C(CC)=O (1-(2-thienyl)-1-propanone), [Al+3].[Cl-].[Cl-].[Cl-] (AlCl3). The solvent is C(Cl)(Cl)Cl (CHCl3), C(Cl)(Cl)Cl (CHCl3). Yields the product BrC=1C=C(SC1)C(CC)=O (1-(4-Bromo-2-thienyl)-1-propanone). RXN SMILES: [S:1]1[CH:5]=[CH:4][CH:3]=[C:2]1[C:6](=[O:9])[CH2:7][CH3:8].[Al+3].[Cl-].[Cl-].[Cl-].[Br:14]Br>C(Cl)(Cl)Cl>[Br:14][C:4]1[CH:3]=[C:2]([C:6](=[O:9])[CH2:7][CH3:8])[S:1][CH:5]=1 |f:1.2.3.4|. Reported procedure: A 47.3 g (338 mmol) sample of 1-(2-thienyl)-1-propanone (Aldrich) was dissolved in 225 mL of CHCl3 and 101.3 g (760 mmol) of AlCl3 was added with stirring. To this mixture was added a solution of bromine (57.5 g, 360 mmol) in 375 mL of CHCl3. The mixture was stirred at room temperature over night then poured into 500 mL of ice water. The organic layer was separated, washed with water (2×200 mL), dried over MgSO4, filtered and evaporated to yield 81 g of the crude title compound, which was taken ... As a reaction SMILES: [CH3:46][C:47]#[N:48].[I-:28].[N+:29](=[O:30])([O-:31])[c:32]1[cH:33][cH:34][c:35]([C:36](=[O:37])[O:38][CH:39]2[CH2:40][NH:41][CH2:42][CH2:43]2)[cH:44][cH:45]1.[Na+:21].[Na+:22].[Na+:27].[O-:23][C:24](=[O:25])[O-:26].[O:1]([S:2]([c:3]1[cH:4][cH:5][c:6]([CH3:7])[cH:8][cH:9]1)(=[O:10])=[O:11])[CH2:12][CH2:13][c:14]1[cH:15][cH:16][c:17]([Cl:20])[cH:18][cH:19]1>>[CH2:12]([CH2:13][c:14]1[cH:15][cH:16][c:17]([Cl:20])[cH:18][cH:19]1)[N:41]1[CH2:40][CH:39]([O:38][C:36]([c:35]2[cH:34][cH:33][c:32]([N+:29](=[O:30])[O-:31])[cH:45][cH:44]2)=[O:37])[CH2:43][CH2:42]1. The product is O=C(OC1CCN(CCc2ccc(Cl)cc2)C1)c1ccc([N+](=O)[O-])cc1. The reactants are CC#N, [I-], O=C(OC1CCNC1)c1ccc([N+](=O)[O-])cc1, [Na+], [Na+], [Na+], O=C([O-])[O-], Cc1ccc(S(=O)(=O)OCCc2ccc(Cl)cc2)cc1. Starting materials: CC(CC(=O)Cl)(C)C (3,3-dimethylbutyryl chloride), [N+](=O)([O-])C1=CC=C(N)C=C1 (4-nitroaniline), ice water. The solvent is N1=CC=CC=C1 (pyridine). Run at time 15 hour. Product: [N+](=O)([O-])C1=CC=C(C=C1)NC(CC(C)(C)C)=O (4-nitro-3,3-dimethylbutyrylaminobenzene). Isolated yield 73.7%. RXN SMILES: [N+:1]([C:4]1[CH:10]=[CH:9][C:7]([NH2:8])=[CH:6][CH:5]=1)([O-:3])=[O:2].[CH3:11][C:12]([CH3:18])([CH3:17])[CH2:13][C:14](Cl)=[O:15]>N1C=CC=CC=1>[N+:1]([C:4]1[CH:10]=[CH:9][C:7]([NH:8][C:14](=[O:15])[CH2:13][C:12]([CH3:18])([CH3:17])[CH3:11])=[CH:6][CH:5]=1)([O-:3])=[O:2]. Reported procedure: Five grams of 4-nitroaniline was stirred in 25 ml of pyridine and 4.95 g of 3,3-dimethylbutyryl chloride was added. The mixture was stirred 15 hours and poured into ice-water. The resultant solid was collected on a filter and dissolved in 200 ml of ethyl acetate and the solution was treated with activated charcoal and concentrated to yield 6.3 g of 4-nitro-3,3-dimethylbutyrylaminobenzene, m.p. 192°-194°. This material was reduced in 200 ml of methanol, at 3 atmospheres of hydrogen in the presenc... The reactants are [N+](=O)([O-])C1=C(C#N)C(=CC=C1)[N+](=O)[O-] (2,6-dinitrobenzonitrile), C(C)(CC)O (sec-butanol). The product is C(C)(CC)OC1=C(C#N)C(=CC=C1)[N+](=O)[O-] (2-sec-butoxy-6-nitrobenzonitrile). As a reaction SMILES: [N+]([C:4]1[CH:11]=[CH:10][CH:9]=[C:8]([N+:12]([O-:14])=[O:13])[C:5]=1[C:6]#[N:7])([O-])=O.[CH:15]([OH:19])([CH2:17][CH3:18])[CH3:16]>>[CH:15]([O:19][C:4]1[CH:11]=[CH:10][CH:9]=[C:8]([N+:12]([O-:14])=[O:13])[C:5]=1[C:6]#[N:7])([CH2:17][CH3:18])[CH3:16]. Reported procedure: Prepared in a similar manner as example 161c from 2,6-dinitrobenzonitrile and sec-butanol to provide 2-sec-butoxy-6-nitrobenzonitrile. 1H NMR (400 MHz, DMSO-d6) δ 0.98 (t, J=7.5 Hz, 3H), 1.33 (d, J=5.9 Hz, 3H), 1.73 (m, 2H), 4.76 (sext, J=5.9 Hz, 1H), 7.78 (dd, J=6.8, 2.8 Hz, 1H), 7.90 (m, 2H). Starting materials: CCO, CN, CO, O=c1cc(Cl)n(-c2cccc([N+](=O)[O-])c2)c(=O)n1C1CC1. Yields the product CNc1cc(=O)n(C2CC2)c(=O)n1-c1cccc([N+](=O)[O-])c1. RXN SMILES: [CH3:22][CH2:23][OH:24].[CH3:25][NH2:26].[CH3:27][OH:28].[Cl:1][c:2]1[cH:3][c:4](=[O:21])[n:5]([CH:18]2[CH2:19][CH2:20]2)[c:6](=[O:17])[n:7]1-[c:8]1[cH:9][c:10]([N+:14](=[O:15])[O-:16])[cH:11][cH:12][cH:13]1>>[c:2]1([NH:26][CH3:25])[cH:3][c:4](=[O:21])[n:5]([CH:18]2[CH2:19][CH2:20]2)[c:6](=[O:17])[n:7]1-[c:8]1[cH:9][c:10]([N+:14](=[O:15])[O-:16])[cH:11][cH:12][cH:13]1.